Dataset: the Open Reaction Database (ORD), a public repository of structured organic reaction records. Task: describe an organic reaction: reactants, conditions, products, and yield Starting materials: SC1=NSC(=N1)S.[K].[K] (dipotassium 3,5-dimercapto-1,2,4-thiadiazole), C(CCC)[Sn](CCCC)(Cl)Cl (dibutyltindichloride). Run in C(C)O (ethanol), C(C)O (ethanol), C(C)O (ethanol). The product is C(CCC)[Sn]CCCC.SC1=NSC(=N1)S (Dibutyltin 3,5-dimercapto-1,2,4-thiadiazole). Reaction SMILES: [SH:1][C:2]1[N:6]=[C:5]([SH:7])[S:4][N:3]=1.[K].[K].[CH2:10]([Sn:14](Cl)(Cl)[CH2:15][CH2:16][CH2:17][CH3:18])[CH2:11][CH2:12][CH3:13]>C(O)C>[CH2:10]([Sn:14][CH2:15][CH2:16][CH2:17][CH3:18])[CH2:11][CH2:12][CH3:13].[SH:1][C:2]1[N:6]=[C:5]([SH:7])[S:4][N:3]=1 |f:0.1.2,5.6,^1:7,8|. Procedure: A solution of 5.9 g (0.026 m) of dipotassium 3,5-dimercapto-1,2,4-thiadiazole in 50 ml of ethanol was added slowly with agitation to an ethanol solution of 7.89 g (0.026 m) of dibutyltindichloride. The resulting reaction mixture was refluxed for 2 hours. A light yellow solid was isolated following several washes with ethanol and drying at 100° C. for 5 hours. Elemental analysis and other data of the product are recorded in Table III. The extreme pressure and antiwear characteristics of two base ... Reactants: C(CCCCC)C1=CC=C(C=O)C=C1 (p-n-hexylbenzaldehyde), C(CC(=O)O)(=O)O (malonic acid), Cl (hydrochloric acid). Reagents/catalysts: N1CCCCC1 (piperidine). The solvent is N1=CC=CC=C1 (pyridine). Run at temperature 100 celsius. Yields the product C(CCCCC)C1=CC=C(C=CC(=O)O)C=C1 (p-n-hexylcinnamic acid). As a reaction SMILES: [CH2:1]([C:7]1[CH:14]=[CH:13][C:10]([CH:11]=O)=[CH:9][CH:8]=1)[CH2:2][CH2:3][CH2:4][CH2:5][CH3:6].C(O)(=O)[CH2:16][C:17]([OH:19])=[O:18].Cl>N1CCCCC1.N1C=CC=CC=1>[CH2:1]([C:7]1[CH:14]=[CH:13][C:10]([CH:11]=[CH:16][C:17]([OH:19])=[O:18])=[CH:9][CH:8]=1)[CH2:2][CH2:3][CH2:4][CH2:5][CH3:6]. Procedure: 9.4 G. of p-n-hexylbenzaldehyde in 5 ml. of absolute pyridine are treated with 5.15 g. of malonic acid and 5 drops of piperidine. Then, the mixture is heated at 100° C. for 11 hours, and, subsequently, poured on to cold aqueous hydrochloric acid and extracted with ether. The p-n-hexylcinnamic acid obtained after recrystallization of the crude product from hexane/ether has a melting point of 107°-109° C. Reactants: ClC1=C(C=C(C=C1)S(=O)(=O)NC=1C(=NC=C(C1)Cl)C(C1=CC=NC=C1)O)C(F)(F)F (4-chloro-N-[5-chloro-2-(hydroxy-pyridin-4-yl-methyl)-pyridin-3-yl]-3-trifluoromethyl-benzenesulfonamide), C=1C=C[NH+]=CC1.[O-][Cr](=O)(=O)Cl (PCC). Conditions: time 2 hour. Product: ClC1=C(C=C(C=C1)S(=O)(=O)NC=1C(=NC=C(C1)Cl)C(=O)C1=CC=NC=C1)C(F)(F)F (4-Chloro-N-[5-chloro-2-(pyridine-4-carbonyl)-pyridin-3-yl]-3-trifluoromethyl-benzenesulfonamide). RXN SMILES: [Cl:1][C:2]1[CH:7]=[CH:6][C:5]([S:8]([NH:11][C:12]2[C:13]([CH:19]([OH:26])[C:20]3[CH:25]=[CH:24][N:23]=[CH:22][CH:21]=3)=[N:14][CH:15]=[C:16]([Cl:18])[CH:17]=2)(=[O:10])=[O:9])=[CH:4][C:3]=1[C:27]([F:30])([F:29])[F:28].C1C=C[NH+]=CC=1.[O-][Cr](Cl)(=O)=O>>[Cl:1][C:2]1[CH:7]=[CH:6][C:5]([S:8]([NH:11][C:12]2[C:13]([C:19]([C:20]3[CH:25]=[CH:24][N:23]=[CH:22][CH:21]=3)=[O:26])=[N:14][CH:15]=[C:16]([Cl:18])[CH:17]=2)(=[O:9])=[O:10])=[CH:4][C:3]=1[C:27]([F:30])([F:28])[F:29] |f:1.2|. Procedure: A mixture of 4-chloro-N-[5-chloro-2-(hydroxy-pyridin-4-yl-methyl)-pyridin-3-yl]-3-trifluoromethyl-benzenesulfonamide (15 mg, 0.03 mmol) and PCC (15 mg) was stirred at room temperature for 2 h. It was then treated with small amount of silica gel and filtered. The filtrate was concentrated under reduced pressure to provide the crude ketone. 1H NMR (400 MHz, CDCl3) δ 10.90 (br s, 1 H), 8.78 (dd, J=4.4, 1.6 Hz, 2 H), 8.35 (d, J=2.0 Hz, 1 H), 8.19-8.17 (m, 2 H), 7.98 (dd, J=8.4, 2.0 Hz, 1 H), 7.65-7.... Starting materials: O (water), C1CC(=O)N(C1=O)Br (NBS), COC1=CC=C(C=C1)C1=CC2=C(S1)C=C(C=C2)OC(N(CC)CC)=O (diethyl-carbamic acid 2-(4-methoxy-phenyl)-benzo[b]thiophen-6-yl ester), crystals. The solvent is C1CCOC1 (THF). Conditions: temperature 50 celsius, time 20 minute. Yields the product BrC=1C2=C(SC1C1=CC=C(C=C1)OC)C=C(C=C2)OC(N(CC)CC)=O (diethyl-carbamic acid 3-bromo-2-(4-methoxy-phenyl)-benzo[b]thiophen-6-yl ester). RXN SMILES: C1C(=O)N([Br:8])C(=O)C1.[CH3:9][O:10][C:11]1[CH:16]=[CH:15][C:14]([C:17]2[S:21][C:20]3[CH:22]=[C:23]([O:26][C:27](=[O:33])[N:28]([CH2:31][CH3:32])[CH2:29][CH3:30])[CH:24]=[CH:25][C:19]=3[CH:18]=2)=[CH:13][CH:12]=1.O>C1COCC1>[Br:8][C:18]1[C:19]2[CH:25]=[CH:24][C:23]([O:26][C:27](=[O:33])[N:28]([CH2:31][CH3:32])[CH2:29][CH3:30])=[CH:22][C:20]=2[S:21][C:17]=1[C:14]1[CH:13]=[CH:12][C:11]([O:10][CH3:9])=[CH:16][CH:15]=1. Reported procedure: Add NBS (7.37 g, 40.99 mmoles) to the solution of diethyl-carbamic acid 2-(4-methoxy-phenyl)-benzo[b]thiophen-6-yl ester in THF at ambient temperature. Stir the mixture for 20 minutes. Distill the resulting solution to 47 mL. Add Methanol (15 mL) to the distilled solution and cool the solution to 50° C. Add seed crystals of Example 2 (340 mg, 0.8 mmoles) to the cooled solution and stir the mixture for 15 minutes. Slowly add water (35 mL). Allow the mixture to cool to ambient temperature, and hol... Run at temperature 180 celsius. Reported procedure: A mixture of 2.0 g (19.1 mmole) of methyl 2-amino-4-hydroxymethlybenzoate in 4 ml of formamide is heated in an oil bath of 180° C. for three hours. The mixture is cooled and triturated with 70 ml of boiling ethyl acetate. The ethyl acetate is then decanted from the dark oil and cooled in a freezer overnight to precipitate 0.7 g 205-12° C. mp; 40% yield. 1H NMR (d6-DMSO, 300 MHz) δ 8.08 (s, 1H), 8.06 (d, 1H), 7.60 (s, 1H), 7.45 (d, 1H), 5.48 (bs, 1H), 4.65 (s, 2H), 3.35 (bs, 1H). EI MS, [M]+=176. Starting materials: NC1=C(C(=O)OC)C=CC(=C1)CO (methyl 2-amino-4-hydroxymethlybenzoate), C(=O)N (formamide). Reaction SMILES: [NH2:1][C:2]1[CH:11]=[C:10]([CH2:12][OH:13])[CH:9]=[CH:8][C:3]=1[C:4](OC)=[O:5].[CH:14]([NH2:16])=O>>[OH:13][CH2:12][C:10]1[CH:11]=[C:2]2[C:3]([C:4](=[O:5])[NH:16][CH:14]=[N:1]2)=[CH:8][CH:9]=1. The product is OCC1=CC=C2C(NC=NC2=C1)=O (7-Hydroxymethlyquinazolin-4-one). Reactants: [BH4-], COc1cc(CCNC(=O)Cc2ccc(F)cc2)cc(O)c1OC, CO, ClC(Cl)Cl, [Na+], O=P(Cl)(Cl)Cl. Yields the product COc1cc2c(c(O)c1OC)C(Cc1ccc(F)cc1)NCC2. RXN SMILES: [BH4-:34].[CH3:10][O:11][c:12]1[c:13]([OH:33])[cH:14][c:15]([CH2:16][CH2:17][NH:18][C:19]([CH2:20][c:21]2[cH:22][cH:23][c:24]([F:27])[cH:25][cH:26]2)=[O:28])[cH:29][c:30]1[O:31][CH3:32].[CH3:36][OH:37].[CH:6]([Cl:7])([Cl:8])[Cl:9].[Na+:35].[P:1]([Cl:2])([Cl:3])([Cl:4])=[O:5]>>[CH3:10][O:11][c:12]1[c:13]([OH:33])[c:14]2[c:15]([cH:29][c:30]1[O:31][CH3:32])[CH2:16][CH2:17][NH:18][CH:19]2[CH2:20][c:21]1[cH:22][cH:23][c:24]([F:27])[cH:25][cH:26]1. Reactants: BrB(Br)Br, ClCCl, COc1ccc2c(C#N)c(-c3ccc(N)cc3)n(C3CC3)c2c1, [Na+], O=C([O-])O. Yields the product N#Cc1c(-c2ccc(N)cc2)n(C2CC2)c2cc(O)ccc12. As a reaction SMILES: [B:24]([Br:25])([Br:26])[Br:27].[Cl:33][CH2:34][Cl:35].[NH2:1][c:2]1[cH:3][cH:4][c:5](-[c:8]2[n:9]([CH:21]3[CH2:22][CH2:23]3)[c:10]3[cH:11][c:12]([O:19][CH3:20])[cH:13][cH:14][c:15]3[c:16]2[C:17]#[N:18])[cH:6][cH:7]1.[Na+:32].[O-:28][C:29]([OH:30])=[O:31]>>[NH2:1][c:2]1[cH:3][cH:4][c:5](-[c:8]2[n:9]([CH:21]3[CH2:22][CH2:23]3)[c:10]3[cH:11][c:12]([OH:19])[cH:13][cH:14][c:15]3[c:16]2[C:17]#[N:18])[cH:6][cH:7]1. The reactants are C(C)(=O)OCC([C@H]1[C@@H](C[C@H]2[C@@H]3C[C@@H](C4=CC(CC[C@]4(C)[C@H]3[C@H](C[C@]12C)O)=O)Cl)C)=O (21-acetoxy-6α-chloro-11β-hydroxy-16α-methyl-4-pregnene-3,20-dione), C(C)(=O)[O-].[Na+] (sodium acetate), C1(=CC=C(C=C1)S(=O)(=O)O)C (p-toluenesulfonic acid), triethyl ester, C(C)(O)(O)O (orthoacetic acid). Solvent: COCCOC (ethylene glycol dimethyl ether), O (water), C(C)O (ethanol), ClCCl (dichloromethane), O (water). Reaction conditions: time 80 minute. Yields the product C(C)(=O)OCC([C@H]1[C@@H](C[C@H]2[C@@H]3C=C(C4=CC(CC[C@]4(C)[C@H]3[C@H](C[C@]12C)O)=O)Cl)C)=O (21-acetoxy-6-chloro-11β-hydroxy-16α-methyl-4,6-pregnadiene-3,20-dione). Reaction SMILES: [C:1]([O:4][CH2:5][C:6](=[O:30])[C@@H:7]1[C@:24]2([CH3:25])[C@H:10]([C@H:11]3[C@H:21]([C@@H:22]([OH:26])[CH2:23]2)[C@:19]2([CH3:20])[C:14](=[CH:15][C:16](=[O:27])[CH2:17][CH2:18]2)[C@@H:13]([Cl:28])[CH2:12]3)[CH2:9][C@H:8]1[CH3:29])(=[O:3])[CH3:2].C1(C)C=CC(S(O)(=O)=O)=CC=1.C(O)(O)(O)C.C([O-])(=O)C.[Na+]>O.ClCCl.C(O)C.COCCOC>[C:1]([O:4][CH2:5][C:6](=[O:30])[C@@H:7]1[C@:24]2([CH3:25])[C@H:10]([C@H:11]3[C@H:21]([C@@H:22]([OH:26])[CH2:23]2)[C@:19]2([CH3:20])[C:14](=[CH:15][C:16](=[O:27])[CH2:17][CH2:18]2)[C:13]([Cl:28])=[CH:12]3)[CH2:9][C@H:8]1[CH3:29])(=[O:3])[CH3:2] |f:3.4|. Reported procedure: 5.0 g. of 21-acetoxy-6α-chloro-11β-hydroxy-16α-methyl-4-pregnene-3,20-dione is combined with 45 ml. of ethylene glycol dimethyl ether, as well as 100 mg. of p-toluenesulfonic acid, and the mixture is stirred for 15 minutes at 10°-15°. Then, 18 ml. of ethanol is added thereto, and the mixture is combined with 3.1 ml. of triethyl ester of orthoacetic acid, and again agitated for 40 minutes at 20°-25°. The mixture is cooled to 10°, and a solution of 392 mg. of sodium acetate in 19 ml. of water is a... RXN SMILES: C(O[C@@H]1[C@H](OC(=O)C)[C@@H](COC(=O)C)O[C@H]1[N:19]1[CH:27]=[N:26][C:25]2[C:20]1=[N:21][C:22]([Cl:29])=[N:23][C:24]=2Cl)(=O)C.[C:30]1([CH:36]([CH3:43])[CH2:37][C:38]2[NH:39][CH:40]=[CH:41][N:42]=2)[CH:35]=[CH:34][CH:33]=[CH:32][CH:31]=1.C(Cl)(C)=O>CC#N.CC(O)=O>[Cl:29][C:22]1[N:21]=[C:20]2[C:25]([NH:26][CH:27]=[N:19]2)=[C:24]([N:39]2[CH:40]=[CH:41][N:42]=[C:38]2[CH2:37][CH:36]([C:30]2[CH:35]=[CH:34][CH:33]=[CH:32][CH:31]=2)[CH3:43])[N:23]=1. The solvent is CC#N (CH3CN), CC(=O)O (HOAc). Isolated yield 62.0%. Product: ClC1=NC(=C2NC=NC2=N1)N1C(=NC=C1)CC(C)C1=CC=CC=C1 (2-chloro-6-[2-(2-phenylpropyl)imidazol-1-yl]purine). Reactants: C1(=CC=CC=C1)C(CC=1NC=CN1)C (2-(2-phenylpropyl)imidazole), C(=O)(C)Cl (AcCl), C(C)(=O)O[C@H]1[C@@H](O[C@@H]([C@H]1OC(C)=O)COC(C)=O)N1C2=NC(=NC(=C2N=C1)Cl)Cl (9-(2,3,5-tri-O-acetyl-β-D-ribofuranosyl)-2,6-dichloropurine), C1(=CC=CC=C1)C(CC=1NC=CN1)C (2-(2-phenylpropyl)imidazole). Conditions: temperature 65 celsius, time 17 hour. Procedure: A mixture of 9-(2,3,5-tri-O-acetyl-β-D-ribofuranosyl)-2,6-dichloropurine (0.98 g, 2.19 mmol) and 2-(2-phenylpropyl)imidazole (4.07 g, 21.9 mmol) in CH3CN (20 mL) was stirred at 65° C. for 17 h (reaction complete, TLC). Volatiles were evaporated in vacuo, and the residue was chromatographed (MeOH/CH2Cl2, 1:90) to give a mixture of diastereomers (quantitative, contaminated with 2-(2-phenylpropyl)imidazole). The mixture was dissolved in HOAc (91 mL), and to the solution was added AcCl (0.92 mL, 1.0... The reactants are N1(C=NC=C1)CC1=C(N=C2N1C=C(C=C2)C)C2=CC=C(C=C2)C (3-((1H-imidazol-1-yl)methyl)-6-methyl-2-p-tolylimidazo[1,2-a]pyridine), COC(=O)C1=NNC2=CC=CC=C12.Cl.ClCC1=C(N=C2N1C=CC=C2)C2=CC=C(C=C2)Cl (3-(chloromethyl)-2-(4-chlorophenyl)imidazo[1,2-a]pyridine hydrochloride methyl 1H-indazole-3-carboxylate). Yields the product ClC1=CC=C(C=C1)C=1N=C2N(C=CC=C2)C1CN1N=C(C2=CC=CC=C12)C(=O)OC (Methyl 1-((2-(4-chlorophenyl)imidazo[1,2-a]pyridin-3-yl)methyl)-1H-indazole-3-carboxylate). Reaction SMILES: N1(CC2N3C=C(C)C=CC3=NC=2C2C=CC(C)=CC=2)C=CN=C1.[CH3:24][O:25][C:26]([C:28]1[C:36]2[C:31](=[CH:32][CH:33]=[CH:34][CH:35]=2)[NH:30][N:29]=1)=[O:27].Cl.Cl[CH2:39][C:40]1[N:44]2[CH:45]=[CH:46][CH:47]=[CH:48][C:43]2=[N:42][C:41]=1[C:49]1[CH:54]=[CH:53][C:52]([Cl:55])=[CH:51][CH:50]=1>>[Cl:55][C:52]1[CH:51]=[CH:50][C:49]([C:41]2[N:42]=[C:43]3[CH:48]=[CH:47][CH:46]=[CH:45][N:44]3[C:40]=2[CH2:39][N:30]2[C:31]3[C:36](=[CH:35][CH:34]=[CH:33][CH:32]=3)[C:28]([C:26]([O:25][CH3:24])=[O:27])=[N:29]2)=[CH:54][CH:53]=1 |f:1.2.3|. Procedure details: The title compound was prepared according to Method A and the experimentals described for compound 1 from 3-(chloromethyl)-2-(4-chlorophenyl)imidazo[1,2-a]pyridine hydrochloride methyl 1H-indazole-3-carboxylate. M/e+ 417 for C23H18ClN4O2 (M+H)+; 1H-NMR (400 MHz, CDCl3) δ 8.22 (d, J=6.9 Hz, 1H), 8.03 (d, J=6.6 Hz, 1H), 7.83 (d, J=8.4 Hz, 2H), 7.68 (dd, J=8.8, 1.8 Hz, 2H), 7.41 (d, J=8.4 Hz, 2H), 7.30 (m, 2H), 7.24 (m, 1H), 6.81 (t, J=6.2 Hz, 1H), 6.47 (s, 2H), 4.03 (s, 3H) ppm.